From a dataset of the Open Reaction Database (ORD), a public repository of structured organic reaction records. describe an organic reaction: reactants, conditions, products, and yield The reactants are I, O=C1CCCN1CC1CO1. Yields the product CCCN1CC2OC2C1=O. RXN SMILES: [I:11].[O:1]1[CH:2]([CH2:3][N:4]2[C:5](=[O:9])[CH2:6][CH2:7][CH2:8]2)[CH2:10]1>>[O:1]1[CH:2]2[CH2:3][N:4]([CH2:8][CH2:7][CH3:6])[C:5](=[O:9])[CH:10]12. The reactants are FC1=CC=C(CNC(=O)C2=NC(=C3C=CC=NC3=C2O)I)C=C1 (N-(4-fluorobenzyl)-8-hydroxy-5-iodo-1,6-naphthyridine-7-carboxamide), C(CCC)[Sn](C1=CC(OC1)=O)(CCCC)CCCC (4-(tributylstannyl)furan-2(5H)-one). The reagents and catalysts are Cl[Pd]([P](C1=CC=CC=C1)(C2=CC=CC=C2)C3=CC=CC=C3)([P](C4=CC=CC=C4)(C5=CC=CC=C5)C6=CC=CC=C6)Cl (Dichlorobis(triphenylphospine)palladium (II)). The solvent is C1(=CC=CC=C1)C (toluene). Yields the product FC1=CC=C(CNC(=O)C2=NC(=C3C=CC=NC3=C2O)C=2COC(C2)=O)C=C1 (N-(4-fluorobenzyl)-8-hydroxy-5-(5-oxo-2,5-dihydrofuran-3-yl)-1,6-naphthyridine-7-carboxamide). RXN SMILES: [F:1][C:2]1[CH:23]=[CH:22][C:5]([CH2:6][NH:7][C:8]([C:10]2[C:19]([OH:20])=[C:18]3[C:13]([CH:14]=[CH:15][CH:16]=[N:17]3)=[C:12](I)[N:11]=2)=[O:9])=[CH:4][CH:3]=1.C([Sn](CCCC)(CCCC)[C:29]1[CH2:33][O:32][C:31](=[O:34])[CH:30]=1)CCC>C1(C)C=CC=CC=1.Cl[Pd](Cl)([P](C1C=CC=CC=1)(C1C=CC=CC=1)C1C=CC=CC=1)[P](C1C=CC=CC=1)(C1C=CC=CC=1)C1C=CC=CC=1>[F:1][C:2]1[CH:23]=[CH:22][C:5]([CH2:6][NH:7][C:8]([C:10]2[C:19]([OH:20])=[C:18]3[C:13]([CH:14]=[CH:15][CH:16]=[N:17]3)=[C:12]([C:29]3[CH2:33][O:32][C:31](=[O:34])[CH:30]=3)[N:11]=2)=[O:9])=[CH:4][CH:3]=1 |^1:52,71|. Procedure details: The iodide from step 2 (4.37 g, 10.32 mmol) was dissolved in anhydrous toluene (40 ml) in an oven dried flask that was purged with nitrogen. Dichlorobis(triphenylphospine)palladium (II) (660 mgs., 0.94 mmol) and 4-(tributylstannyl)furan-2(5H)-one, (3.85 g, 10.32 mmol) (prepared as described by Gregory J. Hollingworth, Gemma Perkins, and Joseph Sweeney, J. Chem. Soc., Perkins 1. 1996, 1913) were then added to the reaction. After four hours at reflux the reaction was cooled and the solids that pre... The reactants are CCCCc1c(Cc2ccc(-c3ccccc3C(=O)OC)cc2)c(=O)nc2n1CC(=O)N2, CO, [Na+], [OH-], O. Product: CCCCc1c(Cc2ccc(-c3ccccc3C(=O)O)cc2)c(=O)nc2n1CC(=O)N2. RXN SMILES: [CH2:1]([CH2:2][CH2:3][CH3:4])[c:5]1[c:6]([CH2:16][c:17]2[cH:18][cH:19][c:20](-[c:23]3[c:24]([C:29](=[O:30])[O:31][CH3:32])[cH:25][cH:26][cH:27][cH:28]3)[cH:21][cH:22]2)[c:7](=[O:15])[n:8][c:9]2[n:10]1[CH2:11][C:12](=[O:14])[NH:13]2.[CH3:35][OH:36].[Na+:34].[OH-:33].[OH2:37]>>[CH2:1]([CH2:2][CH2:3][CH3:4])[c:5]1[c:6]([CH2:16][c:17]2[cH:18][cH:19][c:20](-[c:23]3[c:24]([C:29](=[O:30])[OH:31])[cH:25][cH:26][cH:27][cH:28]3)[cH:21][cH:22]2)[c:7](=[O:15])[n:8][c:9]2[n:10]1[CH2:11][C:12](=[O:14])[NH:13]2.